This data is from the Open Reaction Database (ORD), a public repository of structured organic reaction records. The task is: describe an organic reaction: reactants, conditions, products, and yield Starting materials: FC=1C=C(C(C(=O)O)=CC1F)N (4,5-difluoroanthranilic acid), C(C)(=O)O (acetic acid), C(C)OC1(CC1)O[Si](C)(C)C ([(1-ethoxycyclopropyl)oxy]trimethylsilane), C(#N)[BH3-].[Na+] (sodium cyanoborohydride). Solvent: CO (methanol), C(C)(=O)OCC (ethyl acetate). Reaction conditions: time 30 minute. Product: C1(CC1)NC1=C(C(=O)O)C=C(C(=C1)F)F (2-Cyclopropylamino-4,5-difluorobenzoic acid). Isolated yield 94.8%. As a reaction SMILES: [F:1][C:2]1[CH:3]=[C:4]([NH2:12])[C:5](=[CH:9][C:10]=1[F:11])[C:6]([OH:8])=[O:7].C(O)(=O)C.C(O[C:20]1(O[Si](C)(C)C)[CH2:22][CH2:21]1)C.C([BH3-])#N.[Na+]>CO.C(OCC)(=O)C>[CH:20]1([NH:12][C:4]2[CH:3]=[C:2]([F:1])[C:10]([F:11])=[CH:9][C:5]=2[C:6]([OH:8])=[O:7])[CH2:22][CH2:21]1 |f:3.4|. Reported procedure: To a solution of 4,5-difluoroanthranilic acid (1.13 g, 6.53 mmol) in anhydrous methanol (40 mL) is added molecular sieves (3 Å), acetic acid (3.70 mL, 65.3 mmol) and [(1-ethoxycyclopropyl)oxy]trimethylsilane (5.25 mL, 26.11 mmol). After 30 minutes, sodium cyanoborohydride (2.08 g, 32.64 mmol) is added, and the reaction mixture is heated to reflux. After 16 hours, the reaction is cooled to room temperature, filtered, washed with methanol, and the combined filtrate concentrated under vacuum to aff... The reactants are N1(C=NC=C1)C1=CC=C(OCCN)C=C1 (2-[4-(1H-imidazol-1-yl)phenoxy]ethanamine), CCC(CCCCC)=O (3-octanone), C(#N)[BH3-].[Na+] (sodium cyanoborohydride). Solvent: CO (methanol). Yields the product N1(C=NC=C1)C1=CC=C(OCCNC(CC)CCCCC)C=C1 (N-[2-[4-(1H-imidazol-1-yl)phenoxy]ethyl]octan-3-amine). RXN SMILES: [N:1]1([C:6]2[CH:15]=[CH:14][C:9]([O:10][CH2:11][CH2:12][NH2:13])=[CH:8][CH:7]=2)[CH:5]=[CH:4][N:3]=[CH:2]1.[CH3:16][CH2:17][C:18](=O)[CH2:19][CH2:20][CH2:21][CH2:22][CH3:23].C([BH3-])#N.[Na+]>CO>[N:1]1([C:6]2[CH:15]=[CH:14][C:9]([O:10][CH2:11][CH2:12][NH:13][CH:18]([CH2:19][CH2:20][CH2:21][CH2:22][CH3:23])[CH2:17][CH3:16])=[CH:8][CH:7]=2)[CH:5]=[CH:4][N:3]=[CH:2]1 |f:2.3|. Reported procedure: In a manner similar to Preparation 8, react 2-[4-(1H-imidazol-1-yl)phenoxy]ethanamine with 3-octanone and sodium cyanoborohydride in methanol to obtain the title compound. The reactants are S(=O)(Cl)Cl (thionyl chloride), ClCC(=O)Cl (chloroacetyl chloride), C(CO)(=O)O (glycolic acid), Cl (hydrogen chloride). Product: ClCC(=O)OCC(=O)Cl (chloroacetoxyacetyl chloride). As a reaction SMILES: Cl[CH2:2][C:3]([Cl:5])=[O:4].[C:6]([OH:10])(=[O:9])[CH2:7]O.Cl.S(Cl)([Cl:14])=O>>[Cl:14][CH2:7][C:6]([O:10][CH2:2][C:3]([Cl:5])=[O:4])=[O:9]. Reported procedure: The reactant chloroacetoxyacetyl chloride was prepared by the following intermediate step. A solution was made by mixing 127 grams (g) of chloroacetyl chloride and 57 g of glycolic acid. This mixture was refluxed for two hours. When the evolution of hydrogen chloride ceased the mixture was stripped. The residue was then refluxed for two hours with thionyl chloride. The product was distilled under a water aspirator and fractioned between 105° and 115° C. A yield of 48 g (37%) was obtained. The st... The solvent is O1CCCC1 (tetrahydrofuran). The reagents and catalysts are [Pd] (palladium on carbon). RXN SMILES: [F:1][C:2]1[CH:3]=[C:4]([CH:8]=[CH:9][CH2:10][C:11]([OH:13])=[O:12])[CH:5]=[CH:6][CH:7]=1.S(=O)(=O)(O)O>[Pd].O1CCCC1>[F:1][C:2]1[CH:3]=[C:4]([CH2:8][CH2:9][CH2:10][C:11]([OH:13])=[O:12])[CH:5]=[CH:6][CH:7]=1. Product: FC=1C=C(C=CC1)CCCC(=O)O (4-(3-Fluoro-phenyl)-butyric acid). Reactants: FC=1C=C(C=CC1)C=CCC(=O)O (4-(3-fluoro-phenyl)-but-3-enoic acid), S(O)(O)(=O)=O (sulfuric acid). Yield: 101.2%. Reported procedure: Hydrogenate a mixture of 4-(3-fluoro-phenyl)-but-3-enoic acid (22 g, 122 mmol), concentrated sulfuric acid (24 ml), and 5% palladium on carbon (3.58 g) in tetrahydrofuran (470 ml) at 60 psi at room temperature overnight. After filtration of the catalyst, remove most of the tetrahydrofuran by rotary evaporation, dilute the residue with ether, wash with water (2×), dry over anhydrous sodium sulfate, filter, and concentrate to obtain the title compound (22.50 g, 100%). NMR (400 MHz, CDCl3): δ 1.98 ...